From a dataset of the Open Reaction Database (ORD), a public repository of structured organic reaction records. describe an organic reaction: reactants, conditions, products, and yield The reactants are acid chloride, ClC=1C=C(C=2C(=C(ON2)C2=CC=CC=C2)C1)CC(=O)O (5-chloro-3-phenyl-2,1-benzisoxazole-7-acetic acid), C(C)(=O)N1CCNCC1 (N-acetylpiperazine). Yields the product C(C)(=O)N1CCN(CC1)C(CC1=CC(=CC2=C(ON=C21)C2=CC=CC=C2)Cl)=O (7-[2-(4-Acetyl-1-piperazinyl)-2-oxoethyl]-5-chloro-3-phenyl-2,1-benzisoxazole). RXN SMILES: [Cl:1][C:2]1[CH:3]=[C:4]([CH2:17][C:18]([OH:20])=O)[C:5]2[C:6]([CH:16]=1)=[C:7]([C:10]1[CH:15]=[CH:14][CH:13]=[CH:12][CH:11]=1)[O:8][N:9]=2.[C:21]([N:24]1[CH2:29][CH2:28][NH:27][CH2:26][CH2:25]1)(=[O:23])[CH3:22]>>[C:21]([N:24]1[CH2:29][CH2:28][N:27]([C:18](=[O:20])[CH2:17][C:4]2[C:5]3[C:6](=[C:7]([C:10]4[CH:11]=[CH:12][CH:13]=[CH:14][CH:15]=4)[O:8][N:9]=3)[CH:16]=[C:2]([Cl:1])[CH:3]=2)[CH2:26][CH2:25]1)(=[O:23])[CH3:22]. Procedure details: The title compound is prepared by reacting the acid chloride of 5-chloro-3-phenyl-2,1-benzisoxazole-7-acetic acid with N-acetylpiperazine in an aprotic solvent and washing the reaction mixture with sodium bicarbonate solution. The reactants are FC1=C(C=C(C(=C1)F)NC(C(C)(C)C)=O)O (2,4-difluoro-5-pivaloylaminophenol), aqueous solution, C([O-])([O-])=O.[K+].[K+] (potassium carbonate), O1CCCC=C1 (3,4-dihydro-2H-pyrane), C12(C(=O)CC(CC1)C2(C)C)CS(=O)(=O)O (camphorsulfonic acid). Solvent: ClCCl (dichloromethane). Conditions: time 4.3 hour. Yields the product FC1=C(C=C(C(=C1)F)NC(C(C)(C)C)=O)OC1OCCCC1 (2,4-difluoro-5-pivaloylamino-O-(2-tetrahydropyranyl)phenol). Yield: 85.0%. As a reaction SMILES: [F:1][C:2]1[CH:7]=[C:6]([F:8])[C:5]([NH:9][C:10](=[O:15])[C:11]([CH3:14])([CH3:13])[CH3:12])=[CH:4][C:3]=1[OH:16].[O:17]1[CH:22]=[CH:21][CH2:20][CH2:19][CH2:18]1.C12(CS(O)(=O)=O)C(C)(C)C(CC1)CC2=O.C(=O)([O-])[O-].[K+].[K+]>ClCCl>[F:1][C:2]1[CH:7]=[C:6]([F:8])[C:5]([NH:9][C:10](=[O:15])[C:11]([CH3:12])([CH3:13])[CH3:14])=[CH:4][C:3]=1[O:16][CH:18]1[CH2:19][CH2:20][CH2:21][CH2:22][O:17]1 |f:3.4.5|. Procedure details: 2.15 g (9.39 mmol) of the resulting 2,4-difluoro-5-pivaloylaminophenol was dissolved in 40 ml of dichloromethane, 4.3 ml of 3,4-dihydro-2H-pyrane and 44 mg of camphorsulfonic acid were added and the mixture was stirred at room temperature for 4.3 hours. The reaction solution was added to a 5% aqueous solution of potassium carbonate and the mixture was extracted with chloroform. The organic layer was washed once with water and once with an aqueous saturated solution of sodium chloride and dried o... Reactants: CC(C)(C)[Si](OCCOCC(O)C(=O)Nc1ccc(Cl)cn1)(c1ccccc1)c1ccccc1, C1CCOC1, Clc1ccccc1-n1nnc2c(Cl)ncnc21, [H-], [Na+], O=C(O)CC(O)(CC(=O)O)C(=O)O. Product: CC(C)(C)[Si](OCCOCC(Oc1ncnc2c1nnn2-c1ccccc1Cl)C(=O)Nc1ccc(Cl)cn1)(c1ccccc1)c1ccccc1. RXN SMILES: [C:3]([CH3:4])([CH3:5])([CH3:6])[Si:7]([O:8][CH2:9][CH2:10][O:11][CH2:12][CH:13]([C:14](=[O:15])[NH:16][c:17]1[n:18][cH:19][c:20]([Cl:23])[cH:21][cH:22]1)[OH:24])([c:25]1[cH:26][cH:27][cH:28][cH:29][cH:30]1)[c:31]1[cH:32][cH:33][cH:34][cH:35][cH:36]1.[CH2:67]1[O:68][CH2:69][CH2:70][CH2:71]1.[Cl:37][c:38]1[c:39]2[c:40]([n:41][cH:42][n:43]1)[n:44](-[c:47]1[c:48]([Cl:53])[cH:49][cH:50][cH:51][cH:52]1)[n:45][n:46]2.[H-:1].[Na+:2].[OH:54][C:55]([CH2:56][C:57]([C:58](=[O:59])[OH:60])([CH2:61][C:62](=[O:63])[OH:64])[OH:65])=[O:66]>>[C:3]([CH3:4])([CH3:5])([CH3:6])[Si:7]([O:8][CH2:9][CH2:10][O:11][CH2:12][CH:13]([C:14](=[O:15])[NH:16][c:17]1[n:18][cH:19][c:20]([Cl:23])[cH:21][cH:22]1)[O:24][c:38]1[c:39]2[c:40]([n:41][cH:42][n:43]1)[n:44](-[c:47]1[c:48]([Cl:53])[cH:49][cH:50][cH:51][cH:52]1)[n:45][n:46]2)([c:25]1[cH:26][cH:27][cH:28][cH:29][cH:30]1)[c:31]1[cH:32][cH:33][cH:34][cH:35][cH:36]1. The reactants are C(#N)C1=CC(=C(C(=O)OC)C=C1)F (methyl 4-cyano-2-fluoro-benzoate), [OH-].[K+] (potassium hydroxide). The solvent is C(C)O (ethanol), O (water). Yields the product C(#N)C1=CC(=C(C(=O)O)C=C1)F (4-Cyano-2-fluoro-benzoic acid). The yield is 82.2%. As a reaction SMILES: [C:1]([C:3]1[CH:12]=[CH:11][C:6]([C:7]([O:9]C)=[O:8])=[C:5]([F:13])[CH:4]=1)#[N:2].[OH-].[K+]>C(O)C.O>[C:1]([C:3]1[CH:12]=[CH:11][C:6]([C:7]([OH:9])=[O:8])=[C:5]([F:13])[CH:4]=1)#[N:2] |f:1.2|. Procedure details: Dissolve methyl 4-cyano-2-fluoro-benzoate (2.9 g, 16.2 mmol) in absolute ethanol (100 mL). Add potassium hydroxide (4.5 g, 80.2 mmol) and stir the milky white mixture for 1.5 h. Dilute the mixture with water (125 mL) and wash with diethyl ether (50 mL). Collect the aqueous layer and concentrate in vacuo until solids start to appear in the flask, then adjust the mixture to pH 1 with concentrated HCl. Extract the aqueous mixture with diethyl ether (3×500 mL). Combine the organic extracts and conce... Reactants: C(C)OC1(CNCCC1)OCC (3,3-diethoxypiperidine), C(Cl)(Cl)Cl (chloroform), ClC(=O)OCC (ethyl chloroformate). The solvent is C(C)N(CC)CC (triethylamine). Conditions: temperature 25 celsius, time 2 hour. Yields the product C(=O)(OCC)N1CC(CCC1)=O (1-carbethoxy-3-piperidone). Reaction SMILES: C(O[C:4]1([O:10]CC)[CH2:9][CH2:8][CH2:7][NH:6][CH2:5]1)C.C(Cl)(Cl)Cl.Cl[C:18]([O:20][CH2:21][CH3:22])=[O:19]>C(N(CC)CC)C>[C:18]([N:6]1[CH2:7][CH2:8][CH2:9][C:4](=[O:10])[CH2:5]1)([O:20][CH2:21][CH3:22])=[O:19]. Procedure: A solution of 8.7 g. of 3,3-diethoxypiperidine in 100 ml. of dry chloroform is treated at 0° C. with 5 g. of triethylamine followed by 5.4 g. of ethyl chloroformate. After stirring at 25° C. for two hours, the solvent is removed in vacuo. The residue is extracted with ether and the extract concentrated in vacuo. This residue is treated with dilute hydrochloric acid for two hours. The solution is then saturated with sodium chloride and extracted with chloroform. The chloroform extract is washed w... Run in CO (methanol). Reported procedure: To a solution of methyl 2-[1(-tert-butoxycarbonyl4-phenylpiperidin4-yl)methoxy]-2-(3,5-bis(trifluoromethyl)phenyl)acetate (11 g, 0.019 mol) in methanol (100 ml) at 0° C. was added potassium hydroxide (3.2 g, 5.7 mmol), followed by water (3 ml). The homogeneous solution was stirred at 0° C. for 1 hour. The methanol was removed in vacuo and pH4 buffer (100 ml) added to the residue. The product was extracted into diethyl ether (2×100 ml), the combined ethereal solutions dried (MgSO4), filtered and ... Product: C(C)(C)(C)OC(=O)N1CCC(CC1)(C1=CC=CC=C1)COC(C(=O)O)C1=CC(=CC(=C1)C(F)(F)F)C(F)(F)F (2-(1-tert-Butoxycarbonyl-4-phenylpiperidine-4-yl)methoxy-2-(3,5-bis(trifluoromethyl)phenyl)acetic acid). RXN SMILES: [C:1]([O:5][C:6]([N:8]1[CH2:13][CH2:12][C:11]([CH2:20][O:21][CH:22]([C:27]2[CH:32]=[C:31]([C:33]([F:36])([F:35])[F:34])[CH:30]=[C:29]([C:37]([F:40])([F:39])[F:38])[CH:28]=2)[C:23]([O:25]C)=[O:24])([C:14]2[CH:19]=[CH:18][CH:17]=[CH:16][CH:15]=2)[CH2:10][CH2:9]1)=[O:7])([CH3:4])([CH3:3])[CH3:2].[OH-].[K+].O>CO>[C:1]([O:5][C:6]([N:8]1[CH2:9][CH2:10][C:11]([CH2:20][O:21][CH:22]([C:27]2[CH:32]=[C:31]([C:33]([F:35])([F:34])[F:36])[CH:30]=[C:29]([C:37]([F:40])([F:38])[F:39])[CH:28]=2)[C:23]([OH:25])=[O:24])([C:14]2[CH:15]=[CH:16][CH:17]=[CH:18][CH:19]=2)[CH2:12][CH2:13]1)=[O:7])([CH3:4])([CH3:2])[CH3:3] |f:1.2|. Reaction conditions: temperature 0 celsius, time 1 hour. Reactants: C(C)(C)(C)OC(=O)N1CCC(CC1)(C1=CC=CC=C1)COC(C(=O)OC)C1=CC(=CC(=C1)C(F)(F)F)C(F)(F)F (methyl 2-[1(-tert-butoxycarbonyl4-phenylpiperidin4-yl)methoxy]-2-(3,5-bis(trifluoromethyl)phenyl)acetate), [OH-].[K+] (potassium hydroxide), O (water).